From a dataset of the Open Reaction Database (ORD), a public repository of structured organic reaction records. describe an organic reaction: reactants, conditions, products, and yield Reactants: ClCC1CO1, [Na+], [OH-], O, Oc1ccc(O)cc1. The product is Oc1ccc(OCC2CO2)cc1. Reaction SMILES: [Cl:9][CH2:10][CH:11]1[CH2:12][O:13]1.[Na+:15].[OH-:14].[OH2:16].[OH:1][c:2]1[cH:3][cH:4][c:5]([OH:6])[cH:7][cH:8]1>>[O:1]([c:2]1[cH:3][cH:4][c:5]([OH:6])[cH:7][cH:8]1)[CH2:10][CH:11]1[CH2:12][O:13]1. The reactants are COCCOC, Clc1ccnc(Cl)n1, [K+], [K+], O=C([O-])[O-], CC1(C)OB(c2cn(S(=O)(=O)c3ccccc3)c3ncccc23)OC1(C)C, c1ccc(P(c2ccccc2)(c2ccccc2)[Pd](P(c2ccccc2)(c2ccccc2)c2ccccc2)(P(c2ccccc2)(c2ccccc2)c2ccccc2)P(c2ccccc2)(c2ccccc2)c2ccccc2)cc1. The product is O=S(=O)(c1ccccc1)n1cc(-c2ccnc(Cl)n2)c2cccnc21. As a reaction SMILES: [CH3:119][O:120][CH2:121][CH2:122][O:123][CH3:124].[Cl:1][c:2]1[n:3][cH:4][cH:5][c:6]([Cl:8])[n:7]1.[K+:36].[K+:37].[O-:38][C:39]([O-:40])=[O:41].[c:9]1([S:15](=[O:16])(=[O:17])[n:18]2[cH:19][c:20]([B:27]3[O:28][C:29]([CH3:30])([CH3:31])[C:32]([CH3:33])([CH3:34])[O:35]3)[c:21]3[c:22]2[n:23][cH:24][cH:25][cH:26]3)[cH:10][cH:11][cH:12][cH:13][cH:14]1.[cH:42]1[cH:43][cH:44][c:45]([P:46]([Pd:47]([P:48]([c:49]2[cH:50][cH:51][cH:52][cH:53][cH:54]2)([c:55]2[cH:56][cH:57][cH:58][cH:59][cH:60]2)[c:61]2[cH:62][cH:63][cH:64][cH:65][cH:66]2)([P:67]([c:68]2[cH:69][cH:70][cH:71][cH:72][cH:73]2)([c:74]2[cH:75][cH:76][cH:77][cH:78][cH:79]2)[c:80]2[cH:81][cH:82][cH:83][cH:84][cH:85]2)[P:86]([c:87]2[cH:88][cH:89][cH:90][cH:91][cH:92]2)([c:93]2[cH:94][cH:95][cH:96][cH:97][cH:98]2)[c:99]2[cH:100][cH:101][cH:102][cH:103][cH:104]2)([c:105]2[cH:106][cH:107][cH:108][cH:109][cH:110]2)[c:111]2[cH:112][cH:113][cH:114][cH:115][cH:116]2)[cH:117][cH:118]1>>[Cl:1][c:2]1[n:3][cH:4][cH:5][c:6](-[c:20]2[cH:19][n:18]([S:15]([c:9]3[cH:10][cH:11][cH:12][cH:13][cH:14]3)(=[O:16])=[O:17])[c:22]3[c:21]2[cH:26][cH:25][cH:24][n:23]3)[n:7]1. Starting materials: CCOC(=O)CBr, CC#N, [I-], [Na+], Cc1cccc(C)n1. The product is O=C([O-])CBr, Cc1cccc(C)n1. RXN SMILES: [Br:1][CH2:2][C:3](=[O:4])[O:5][CH2:6][CH3:7].[CH3:18][C:19]#[N:20].[I-:17].[Na+:16].[n:8]1[c:9]([CH3:15])[cH:10][cH:11][cH:12][c:13]1[CH3:14]>>[Br:1][CH2:2][C:3](=[O:4])[O-:5].[n:8]1[c:9]([CH3:15])[cH:10][cH:11][cH:12][c:13]1[CH3:14]. The product is COC(=O)C1(C)CCCN1C(=O)OC(C)(C)C. As a reaction SMILES: [CH2:31]1[O:32][CH2:33][CH2:34][CH2:35]1.[CH3:13][O:14][C:15]([CH:16]1[N:17]([C:21](=[O:22])[O:23][C:24]([CH3:25])([CH3:26])[CH3:27])[CH2:18][CH2:19][CH2:20]1)=[O:28].[CH3:29][I:30].[CH3:36][CH2:37][CH2:38][CH2:39][CH2:40][CH3:41].[CH3:8][CH2:9][CH2:10][CH2:11][Li:12].[CH:1]([NH:2][CH:3]([CH3:4])[CH3:5])([CH3:6])[CH3:7]>>[CH3:1][C:16]1([C:15]([O:14][CH3:13])=[O:28])[N:17]([C:21](=[O:22])[O:23][C:24]([CH3:25])([CH3:26])[CH3:27])[CH2:18][CH2:19][CH2:20]1. Reactants: C1CCOC1, COC(=O)C1CCCN1C(=O)OC(C)(C)C, CI, CCCCCC, [Li]CCCC, CC(C)NC(C)C. The reactants are OBO, O=C(C1CCC(Nc2nccc(-n3ccc4c(Br)cccc43)n2)CC1)N1CCC(O)CC1, O=C([O-])[O-], CCO, Cc1ccccc1, [Na+], [Na+], O, c1ccccc1, c1ccc(P(c2ccccc2)(c2ccccc2)[Pd](P(c2ccccc2)(c2ccccc2)c2ccccc2)(P(c2ccccc2)(c2ccccc2)c2ccccc2)P(c2ccccc2)(c2ccccc2)c2ccccc2)cc1. The product is O=C(C1CCC(Nc2nccc(-n3ccc4c(-c5ccccc5)cccc43)n2)CC1)N1CCC(O)CC1. Reaction SMILES: [BH:33]([OH:34])[OH:35].[Br:1][c:2]1[c:3]2[cH:4][cH:5][n:6](-[c:11]3[n:12][c:13]([NH:17][CH:18]4[CH2:19][CH2:20][CH:21]([C:24](=[O:25])[N:26]5[CH2:27][CH2:28][CH:29]([OH:32])[CH2:30][CH2:31]5)[CH2:22][CH2:23]4)[n:14][cH:15][cH:16]3)[c:7]2[cH:8][cH:9][cH:10]1.[C:42](=[O:43])([O-:44])[O-:45].[CH3:133][CH2:134][OH:135].[CH3:48][c:49]1[cH:50][cH:51][cH:52][cH:53][cH:54]1.[Na+:46].[Na+:47].[OH2:55].[cH:36]1[cH:37][cH:38][cH:39][cH:40][cH:41]1.[cH:56]1[cH:57][cH:58][c:59]([P:60]([Pd:61]([P:62]([c:63]2[cH:64][cH:65][cH:66][cH:67][cH:68]2)([c:69]2[cH:70][cH:71][cH:72][cH:73][cH:74]2)[c:75]2[cH:76][cH:77][cH:78][cH:79][cH:80]2)([P:81]([c:82]2[cH:83][cH:84][cH:85][cH:86][cH:87]2)([c:88]2[cH:89][cH:90][cH:91][cH:92][cH:93]2)[c:94]2[cH:95][cH:96][cH:97][cH:98][cH:99]2)[P:100]([c:101]2[cH:102][cH:103][cH:104][cH:105][cH:106]2)([c:107]2[cH:108][cH:109][cH:110][cH:111][cH:112]2)[c:113]2[cH:114][cH:115][cH:116][cH:117][cH:118]2)([c:119]2[cH:120][cH:121][cH:122][cH:123][cH:124]2)[c:125]2[cH:126][cH:127][cH:128][cH:129][cH:130]2)[cH:131][cH:132]1>>[c:2]1(-[c:36]2[cH:37][cH:38][cH:39][cH:40][cH:41]2)[c:3]2[cH:4][cH:5][n:6](-[c:11]3[n:12][c:13]([NH:17][CH:18]4[CH2:19][CH2:20][CH:21]([C:24](=[O:25])[N:26]5[CH2:27][CH2:28][CH:29]([OH:32])[CH2:30][CH2:31]5)[CH2:22][CH2:23]4)[n:14][cH:15][cH:16]3)[c:7]2[cH:8][cH:9][cH:10]1. Reactants: ClC=1C=C(CN2N=C3C=C(C=CC3=C2C)N(C)C2=NC(=NC=C2)Cl)C=CC1 (2-(3-chlorobenzyl)-N-(2-chloropyrimidin-4-yl)-N,3-dimethyl-2H-indazol-6-amine), NC=1C=C(C=CC1)S(=O)(=O)N (3-aminobenzenesulfonamide). The reagents and catalysts are Cl (HCl). Run in C(C)(C)O (isopropanol). The product is Cl (HCl), ClC=1C=C(CN2N=C3C=C(C=CC3=C2C)N(C2=NC(=NC=C2)NC=2C=C(C=CC2)S(=O)(=O)N)C)C=CC1 (3-({4-[[2-(3-chlorobenzyl)-3-methyl-2H-indazol-6-yl](methyl)amino]-pyrimidin-2-yl}amino)benzenesulfonamide). Reaction SMILES: [Cl:1][C:2]1[CH:3]=[C:4]([CH:25]=[CH:26][CH:27]=1)[CH2:5][N:6]1[C:14]([CH3:15])=[C:13]2[C:8]([CH:9]=[C:10]([N:16]([C:18]3[CH:23]=[CH:22][N:21]=[C:20](Cl)[N:19]=3)[CH3:17])[CH:11]=[CH:12]2)=[N:7]1.[NH2:28][C:29]1[CH:30]=[C:31]([S:35]([NH2:38])(=[O:37])=[O:36])[CH:32]=[CH:33][CH:34]=1>C(O)(C)C.Cl>[ClH:1].[Cl:1][C:2]1[CH:3]=[C:4]([CH:25]=[CH:26][CH:27]=1)[CH2:5][N:6]1[C:14]([CH3:15])=[C:13]2[C:8]([CH:9]=[C:10]([N:16]([CH3:17])[C:18]3[CH:23]=[CH:22][N:21]=[C:20]([NH:28][C:29]4[CH:30]=[C:31]([S:35]([NH2:38])(=[O:36])=[O:37])[CH:32]=[CH:33][CH:34]=4)[N:19]=3)[CH:11]=[CH:12]2)=[N:7]1. Procedure details: To a solution of 2-(3-chlorobenzyl)-N-(2-chloropyrimidin-4-yl)-N,3-dimethyl-2H-indazol-6-amine (40 mg, 0.1 mmol) and 3-aminobenzenesulfonamide (17.3 mg, 0.1 mmol) in isopropanol (2 ml) was added 2 drops of conc. HCl. The mixture was heated to reflux overnight. The mixture was cooled to rt. Precipitate was collected via filtration and washed with EtOH. HCl salt of 3-({4-[[2-(3-chlorobenzyl)-3-methyl-2H-indazol-6-yl](methyl)amino]-pyrimidin-2-yl}amino)benzenesulfonamide was isolated as off-white s... As a reaction SMILES: [Cl:1][C:2]1[CH:10]=[CH:9][C:5]([C:6]([OH:8])=O)=[CH:4][CH:3]=1.CN(C(ON1N=NC2C=CC=CC1=2)=[N+](C)C)C.[B-](F)(F)(F)F.CCN(C(C)C)C(C)C.[CH3:42][CH:43]([CH3:52])[C@H:44]([NH2:51])[CH2:45][N:46]1[CH2:50][CH2:49][CH2:48][CH2:47]1>CN(C=O)C>[Cl:1][C:2]1[CH:3]=[CH:4][C:5]([C:6]([NH:51][C@@H:44]([CH:43]([CH3:52])[CH3:42])[CH2:45][N:46]2[CH2:50][CH2:49][CH2:48][CH2:47]2)=[O:8])=[CH:9][CH:10]=1 |f:1.2|. Product: ClC1=CC=C(C(=O)N[C@H](CN2CCCC2)C(C)C)C=C1 ((S)-4-Chloro-N-(3-methyl-1-(pyrrolidin-1-yl)butan-2-yl)benzamide). Run at time 10 minute. Isolated yield 81.5%. Run in CN(C)C=O (DMF). Procedure details: 4-Chlorobenzoic acid (1.061 g, 6.78 mmol), TBTU (2.25 g, 7.01 mmol) and DIPEA (20.3 mmol) was mixed in DMF (25 mL). After 10 min was (S)-3-methyl-1-(pyrrolidin-1-yl)butan-2-amine (0.962 g, 6.16 mmol), which is commercially available, added. The resultant mixture was stirred at rt over night. The mixture was concentrated and the residue was purified by preparative HPLC to give the title compound (1.48 g, 82%). 1H NMR (400 MHz, CDCl3) δ 0.97, 1.80, 1.94-2.32, 2.47-2.76, 2.80-3.01, 4.13, 6.66, 7.41... Reactants: CC([C@@H](CN1CCCC1)N)C ((S)-3-methyl-1-(pyrrolidin-1-yl)butan-2-amine), ClC1=CC=C(C(=O)O)C=C1 (4-Chlorobenzoic acid), CN(C)C(=[N+](C)C)ON1C2=C(C=CC=C2)N=N1.[B-](F)(F)(F)F (TBTU), CCN(C(C)C)C(C)C (DIPEA), resultant mixture.